Task: describe an organic reaction: reactants, conditions, products, and yield. Dataset: the Open Reaction Database (ORD), a public repository of structured organic reaction records Reactants: C(=O)C=1C=C(OCCCN2C(C3=CC=CC=C3C2=O)=O)C=CC1 (2-[3-(3-formylphenoxy)propyl]-1H-isoindole-1,3-(2H)-dione), C(CO)O (ethane-1,2-diol). The reagents and catalysts are O.C1(=CC=C(C=C1)S(=O)(=O)O)C (p-toluenesulphonic acid, monohydrate). Solvent: C1=CC=CC=C1 (benzene). Conditions: time 24 hour. The product is O1C(OCC1)C=1C=C(OCCCN)C=CC1 (3-[3-(1,3-Dioxolan-2-yl)phenoxy]propanamine). Yield: 85.0%. RXN SMILES: [CH:1]([C:3]1[CH:4]=[C:5]([CH:21]=[CH:22][CH:23]=1)[O:6][CH2:7][CH2:8][CH2:9][N:10]1C(=O)C2C(=CC=CC=2)C1=O)=[O:2].[CH2:24](O)[CH2:25][OH:26]>C1C=CC=CC=1.O.C1(C)C=CC(S(O)(=O)=O)=CC=1>[O:26]1[CH2:25][CH2:24][O:2][CH:1]1[C:3]1[CH:4]=[C:5]([CH:21]=[CH:22][CH:23]=1)[O:6][CH2:7][CH2:8][CH2:9][NH2:10] |f:3.4|. Reported procedure: A solution of 2-[3-(3-formylphenoxy)propyl]-1H-isoindole-1,3-(2H)-dione (90 g) and p-toluenesulphonic acid, monohydrate (200 mg) in benzene (900 ml) and ethane-1,2-diol (25 g) was heated under reflux using a Dean-Stark separator for 8 h. The cooled solution was washed successively with sodium carbonate solution, water, sodium chloride solution, and evaporated in vacuo. The resulting oil was dissolved in tetrahydrofuran (1 liter) and stirred with hydrazine hydrate (50 ml) at room temperature for ... The reactants are C#Cc1ccccc1Br, C[Si](C)(C)[N-][Si](C)(C)C, [Li+], C1CCOC1, O. Product: CC#Cc1ccccc1Br. As a reaction SMILES: [Br:11][c:12]1[c:13]([C:18]#[CH:19])[cH:14][cH:15][cH:16][cH:17]1.[CH3:1][Si:2]([CH3:3])([CH3:4])[N-:5][Si:6]([CH3:7])([CH3:8])[CH3:9].[Li+:10].[O:21]1[CH2:22][CH2:23][CH2:24][CH2:25]1.[OH2:20]>>[CH3:1][C:19]#[C:18][c:13]1[c:12]([Br:11])[cH:17][cH:16][cH:15][cH:14]1. Starting materials: CCC(=O)n1c(=O)oc2ccccc21, CN1CCOCC1, [Cl-], [Cl-], [Cl-], [Cl-], ClCCl, Cl, O=CCCF, [Ti+4]. Yields the product CC(C(=O)n1c(=O)oc2ccccc21)C(O)CCF. Reaction SMILES: [C:1]([CH2:2][CH3:3])(=[O:4])[n:5]1[c:6](=[O:14])[o:7][c:8]2[c:9]1[cH:10][cH:11][cH:12][cH:13]2.[CH3:15][N:16]1[CH2:17][CH2:18][O:19][CH2:20][CH2:21]1.[Cl-:31].[Cl-:32].[Cl-:33].[Cl-:34].[Cl:28][CH2:29][Cl:30].[ClH:27].[F:22][CH2:23][CH2:24][CH:25]=[O:26].[Ti+4:35]>>[C:1]([CH:2]([CH3:3])[CH:25]([CH2:24][CH2:23][F:22])[OH:26])(=[O:4])[n:5]1[c:6](=[O:14])[o:7][c:8]2[c:9]1[cH:10][cH:11][cH:12][cH:13]2. Starting materials: NC1=C(C=C(OC2=CC(=NC=N2)NC(=O)C2CC2)C=C1)C (N-[6-(4-amino-3-methyl-phenoxy)pyrimidin-4-yl]cyclopropanecarboxamide), C(C1=CC=CC=C1)(C1=CC=CC=C1)=N (benzophenone imine), CC(C)(C)[O-].[K+] (t-BuOK), CC1(C2=C(C(=CC=C2)P(C3=CC=CC=C3)C4=CC=CC=C4)OC5=C(C=CC=C51)P(C6=CC=CC=C6)C7=CC=CC=C7)C (Xantphos). Reagents/catalysts: CC(=O)[O-].CC(=O)[O-].[Pd+2] (Pd(OAc)2). Solvent: O1CCOCC1 (1,4-dioxane). Product: C(C1=CC=CC=C1)(C1=CC=CC=C1)=NC=1C=C(OC2=CC(=NC=N2)NC(=O)C2CC2)C=C(C1)C (N-[6-[3-(benzhydrylideneamino)-5-methyl-phenoxy]pyrimidin-4-yl]cyclopropanecarboxamide). Reaction SMILES: N[C:2]1[CH:20]=[CH:19][C:5]([O:6][C:7]2[N:12]=[CH:11][N:10]=[C:9]([NH:13][C:14]([CH:16]3[CH2:18][CH2:17]3)=[O:15])[CH:8]=2)=[CH:4][C:3]=1[CH3:21].[C:22](=[NH:35])([C:29]1[CH:34]=[CH:33][CH:32]=[CH:31][CH:30]=1)[C:23]1[CH:28]=[CH:27][CH:26]=[CH:25][CH:24]=1.CC([O-])(C)C.[K+].CC1(C)C2C(=C(P(C3C=CC=CC=3)C3C=CC=CC=3)C=CC=2)OC2C(P(C3C=CC=CC=3)C3C=CC=CC=3)=CC=CC1=2>CC([O-])=O.CC([O-])=O.[Pd+2].O1CCOCC1>[C:22](=[N:35][C:20]1[CH:19]=[C:5]([CH:4]=[C:3]([CH3:21])[CH:2]=1)[O:6][C:7]1[N:12]=[CH:11][N:10]=[C:9]([NH:13][C:14]([CH:16]2[CH2:18][CH2:17]2)=[O:15])[CH:8]=1)([C:29]1[CH:30]=[CH:31][CH:32]=[CH:33][CH:34]=1)[C:23]1[CH:28]=[CH:27][CH:26]=[CH:25][CH:24]=1 |f:2.3,5.6.7|. Reported procedure: Mix the cyclopropanecarboxamide derivative obtained in Step 2 (400 mg, 1.15 mmol), benzophenone imine (624 mg, 3.45 mmol), t-BuOK (257 mg, 2.3 mmol) and 1,4-dioxane in a 250 mL flask, add Xantphos (133 mg, 0.23 mmol), Pd(OAc)2 (26 mg, 0.115 mmol). Stir the reaction under N2 at 120° C. for 15 hrs.